From a dataset of the Open Reaction Database (ORD), a public repository of structured organic reaction records. describe an organic reaction: reactants, conditions, products, and yield The reactants are CO (CH3OH), O1CCN(CC1)CC=1N=C(NC1)C1=CC=C(C=C1)OC (Morpholinomethyl-2-(4-methoxyphenyl)imidazole), C(=O)=O (dry-ice), B(Br)(Br)Br (BBr3). The solvent is C(Cl)Cl (CH2Cl2), C(Cl)Cl (CH2Cl2). Reaction conditions: time 8 hour. Product: O1CCN(CC1)CC=1N=C(NC1)C1=CC=C(C=C1)O (4-Morpholinomethyl-2-(4 -hydroxyphenyl)imidazole). The yield is 82.3%. RXN SMILES: [O:1]1[CH2:6][CH2:5][N:4]([CH2:7][C:8]2[N:9]=[C:10]([C:13]3[CH:18]=[CH:17][C:16]([O:19]C)=[CH:15][CH:14]=3)[NH:11][CH:12]=2)[CH2:3][CH2:2]1.C(=O)=O.B(Br)(Br)Br.CO>C(Cl)Cl>[O:1]1[CH2:6][CH2:5][N:4]([CH2:7][C:8]2[N:9]=[C:10]([C:13]3[CH:18]=[CH:17][C:16]([OH:19])=[CH:15][CH:14]=3)[NH:11][CH:12]=2)[CH2:3][CH2:2]1. Procedure: Under N2, a solution of 52 (2.25 g, 0.0082 mol) in CH2Cl2 (25 ml) was added dropwise to a dry-ice cooled solution of BBr3 (2.5 ml, d=2.65, 0.0265 mol) in CH2Cl2 (75 ml). After the addition, the solution was stirred at room temperature overnight and then treated dropwise with CH3OH (50 ml). After stirring overnight at room temperature, the solution was concentrated to dryness, the residue treated with 10% NaOH, the aqueous layer extracted with Et2O, the pH of the solution adjusted to 8.7 and conc... Reactants: FC1=CC=C(C=C1)C#CC1=CC=C(C=O)C=C1 (4-[(4-fluorophenyl)ethynyl]benzaldehyde), S(=O)(=O)(O[O-])[O-].[K+].[K+] (potassium peroxomonosulfate). The solvent is O (water), CN(C)C=O (DMF). Conditions: time 8 hour. Product: FC1=CC=C(C=C1)C#CC1=CC=C(C(=O)O)C=C1 (4-[(4-fluorophenyl)ethynyl]benzoic acid). Isolated yield 93.8%. RXN SMILES: [F:1][C:2]1[CH:7]=[CH:6][C:5]([C:8]#[C:9][C:10]2[CH:17]=[CH:16][C:13]([CH:14]=[O:15])=[CH:12][CH:11]=2)=[CH:4][CH:3]=1.S([O-])(O[O-])(=O)=[O:19].[K+].[K+]>CN(C=O)C.O>[F:1][C:2]1[CH:3]=[CH:4][C:5]([C:8]#[C:9][C:10]2[CH:11]=[CH:12][C:13]([C:14]([OH:19])=[O:15])=[CH:16][CH:17]=2)=[CH:6][CH:7]=1 |f:1.2.3|. Procedure: To a solution of 4-[(4-fluorophenyl)ethynyl]benzaldehyde (10.39 g; 46.37 mmol, intermediate which may be obtained according to methods disclosed in EP03 103780.7) in DMF (400 mL) was added potassium peroxomonosulfate (28.5 g, 46.4 mmol) in one portion at rt. The reaction mixture was stirred at rt overnight. The reaction mixture was poured in water (2 L) and the resulting precipitate was filtered off, washed with water and dried under reduced pressure to give 10.45 g (94%) of the title compound a... The reactants are C(CCC)[Li] (n-butyllithium), Compound 1, O1CCCC1 (tetrahydrofuran), C(OCC)(OCC)=O (diethyl carbonate), O1CCCC1 (THF), C(C)(C)NC(C)C (diisopropylamine), O1C(=CC=C1)C=O (furan-2-carbaldehyde), O1CCCC1 (THF). Solvent: CCCCCC (hexane). Run at temperature -60 celsius, time 10 minute. Product: O1C(OCC1)CC(C(=O)OCC)=CC=1OC=CC1 (ethyl 2-(1,3-dioxolan2-yl)methyl-3-(furan-2-yl)acrylate), compound 5. RXN SMILES: [CH2:1]([Li])[CH2:2][CH2:3][CH3:4].C(NC(C)C)(C)C.[C:13](=[O:20])([O:17][CH2:18][CH3:19])OCC.[O:21]1C=CC=[C:22]1[CH:26]=[O:27].[O:28]1[CH2:32][CH2:31][CH2:30][CH2:29]1>CCCCCC>[O:21]1[CH2:22][CH2:26][O:27][CH:4]1[CH2:3][C:2](=[CH:1][C:29]1[O:28][CH:32]=[CH:31][CH:30]=1)[C:13]([O:17][CH2:18][CH3:19])=[O:20]. Procedure details: In the next step, n-butyllithium (2.15 equivalents) in hexane was cooled to −70° C. and diisopropylamine (2.25 equivalents) was added while keeping the temperature below −60° C. Compound 1″ (1 equivalent) dissolved in tetrahydrofuran (THF) was added over 30 min at −70° C. After 10 min, diethyl carbonate (1.05 equivalents) dissolved in THF was added over 30 min keeping the reaction temperature below −60° C. After stirring for one hour at −60° C., the reaction was allowed to warm to 15° C. and fur... Starting materials: CO, ClCCl, [K+], [K+], O=C([O-])[O-], C[Si](C)(C)C#Cc1ccc(S(=O)(=O)NC(Cc2c[nH]c3ccccc23)C(=O)O)s1. The product is C#Cc1ccc(S(=O)(=O)NC(Cc2c[nH]c3ccccc23)C(=O)O)s1. Reaction SMILES: [CH3:36][OH:37].[Cl:38][CH2:39][Cl:40].[K+:30].[K+:31].[O-:32][C:33]([O-:34])=[O:35].[nH:1]1[cH:2][c:3]([CH2:10][CH:11]([C:12](=[O:13])[OH:14])[NH:15][S:16](=[O:17])(=[O:18])[c:19]2[s:20][c:21]([C:24]#[C:25][Si:26]([CH3:27])([CH3:28])[CH3:29])[cH:22][cH:23]2)[c:4]2[cH:5][cH:6][cH:7][cH:8][c:9]12>>[nH:1]1[cH:2][c:3]([CH2:10][CH:11]([C:12](=[O:13])[OH:14])[NH:15][S:16](=[O:17])(=[O:18])[c:19]2[s:20][c:21]([C:24]#[CH:25])[cH:22][cH:23]2)[c:4]2[cH:5][cH:6][cH:7][cH:8][c:9]12. Yields the product N#Cc1ccc(NC(=O)c2ccc(CCl)cc2)cc1. The reactants are O=C([O-])[O-], CC(C)=O, O=C(Cl)c1ccc(CCl)cc1, [K+], [K+], N#Cc1ccc(N)cc1. Reaction SMILES: [C:10](=[O:11])([O-:12])[O-:13].[CH3:27][C:28](=[O:29])[CH3:30].[Cl:16][CH2:17][c:18]1[cH:19][cH:20][c:21]([C:22](=[O:23])[Cl:24])[cH:25][cH:26]1.[K+:14].[K+:15].[NH2:1][c:2]1[cH:3][cH:4][c:5]([C:6]#[N:7])[cH:8][cH:9]1>>[NH:1]([c:2]1[cH:3][cH:4][c:5]([C:6]#[N:7])[cH:8][cH:9]1)[C:22]([c:21]1[cH:20][cH:19][c:18]([CH2:17][Cl:16])[cH:26][cH:25]1)=[O:23]. Reactants: ClC=1C=[N+](C=C(C1C[C@H](O)C1=CC(=C(C=C1)OC(F)F)OCC1CC1)Cl)[O-] ((S)-3,5-dichloro-4-(2-(3-(cyclopropylmethoxy)-4-(difluoromethoxy)phenyl)-2-hydroxyethyl)pyridine 1-oxide), CSC1=CC=C(C=C1)N(S(=O)(=O)C)CC(=O)O (2-(N-(4-(methylthio)phenyl)methyl-sulfonamido)acetic acid), C(CCl)Cl (EDC). Reagents/catalysts: CN(C)C=1C=CN=CC1 (DMAP). The solvent is CN(C)C=O (DMF), O (water). Conditions: time 8 hour. Yields the product ClC=1C=[N+](C=C(C1C[C@H](OC(CN(S(=O)(=O)C)C1=CC=C(C=C1)SC)=O)C1=CC(=C(C=C1)OC(F)F)OCC1CC1)Cl)[O-] ((S)-3,5-dichloro-4-(2-(3-(cyclopropylmethoxy)-4-(difluoromethoxy)phenyl)-2-(2-(N-(4-(methylthio)phenyl)methylsulfonamido)-acetoxy)ethyl)pyridine 1-oxide). Yield: 41.6%. Reaction SMILES: [Cl:1][C:2]1[CH:3]=[N+:4]([O-:27])[CH:5]=[C:6]([Cl:26])[C:7]=1[CH2:8][C@@H:9]([C:11]1[CH:16]=[CH:15][C:14]([O:17][CH:18]([F:20])[F:19])=[C:13]([O:21][CH2:22][CH:23]2[CH2:25][CH2:24]2)[CH:12]=1)[OH:10].[CH3:28][S:29][C:30]1[CH:35]=[CH:34][C:33]([N:36]([CH2:41][C:42](O)=[O:43])[S:37]([CH3:40])(=[O:39])=[O:38])=[CH:32][CH:31]=1.C(Cl)CCl>CN(C1C=CN=CC=1)C.CN(C=O)C.O>[Cl:1][C:2]1[CH:3]=[N+:4]([O-:27])[CH:5]=[C:6]([Cl:26])[C:7]=1[CH2:8][C@@H:9]([C:11]1[CH:16]=[CH:15][C:14]([O:17][CH:18]([F:20])[F:19])=[C:13]([O:21][CH2:22][CH:23]2[CH2:25][CH2:24]2)[CH:12]=1)[O:10][C:42](=[O:43])[CH2:41][N:36]([C:33]1[CH:34]=[CH:35][C:30]([S:29][CH3:28])=[CH:31][CH:32]=1)[S:37]([CH3:40])(=[O:38])=[O:39]. Procedure: (S)-3,5-dichloro-4-(2-(3-(cyclopropylmethoxy)-4-(difluoromethoxy)phenyl)-2-hydroxyethyl)pyridine 1-oxide 30 mg, 0.071 mmol), 2-(N-(4-(methylthio)phenyl)methyl-sulfonamido)acetic acid (39.3 mg, 0.143 mmol), DMAP (17.44 mg, 0.143 mmol), and EDC (41.1 mg, 0.214 mmol) were dissolved in DMF (1.5 ml). The reaction was stirred at RT overnight to achieve completion. The reaction mixture was diluted with water and extracted with EtOAc. The organic phase was washed with HCl 1N, Na2CO3 sat. sol. and brine,... The reactants are CCOC(=O)/N=N/C(=O)OCC (diethylazodicarboxylate), CC1(NC(CC(C1)NC1=NC=CC(=N1)C1=CC2=C(S1)C=C(C=C2)O)(C)C)C (2-[2-(2,2,6,6-Tetramethyl-piperidin-4-ylamino)-pyrimidin-4-yl]-benzo[b]thiophen-6-ol), C1(=CC=CC=C1)P(C1=CC=CC=C1)C1=CC=CC=C1 (triphenylphosphine), CCO (EtOH). The solvent is C1CCOC1 (THF), C1CCOC1 (THF). Yields the product C(C)OC=1C=CC2=C(SC(=C2)C2=NC(=NC=C2)NC2CC(NC(C2)(C)C)(C)C)C1 ([4-(6-Ethoxy-benzo[b]thiophen-2-yl)-pyrimidin-2-yl]-(2,2,6,6-tetramethyl-piperidin-4-yl)-amine). RXN SMILES: [CH3:1][C:2]1([CH3:27])[CH2:7][CH:6]([NH:8][C:9]2[N:14]=[C:13]([C:15]3[S:19][C:18]4[CH:20]=[C:21]([OH:24])[CH:22]=[CH:23][C:17]=4[CH:16]=3)[CH:12]=[CH:11][N:10]=2)[CH2:5][C:4]([CH3:26])([CH3:25])[NH:3]1.[C:28]1(P(C2C=CC=CC=2)C2C=CC=CC=2)C=CC=C[CH:29]=1.CCO.CCOC(/N=N/C(OCC)=O)=O>C1COCC1>[CH2:28]([O:24][C:21]1[CH:22]=[CH:23][C:17]2[CH:16]=[C:15]([C:13]3[CH:12]=[CH:11][N:10]=[C:9]([NH:8][CH:6]4[CH2:7][C:2]([CH3:27])([CH3:1])[NH:3][C:4]([CH3:26])([CH3:25])[CH2:5]4)[N:14]=3)[S:19][C:18]=2[CH:20]=1)[CH3:29]. Procedure details: Compound of Example 153 (76 mg, 0.2 mmol), triphenylphosphine (80 mg, 0.3 mmol) and EtOH (30 mg, 0.65 mmol) were suspended in 8 ml of THF, then diethylazodicarboxylate (52 mg, 0.3 mmol) dissolved in 4 ml THF was added dropwise. This mixture was stirred at room temperature over night and afterwards evaporated. The crude was purified by chromatography on silicagel (DCM/MeOH/ammonia:9/1/0.1). Yield: 33 mg (40%).